From a dataset of the Open Reaction Database (ORD), a public repository of structured organic reaction records. describe an organic reaction: reactants, conditions, products, and yield Starting materials: O([C@H]1[C@H](O)[C@@H](O)[C@@H](O)[C@H](O1)CO)[C@@H]1[C@H](C(O)O[C@@H]([C@H]1O)CO)N (Galβ1-3GlcNH2), O([C@H]1[C@H](O)[C@@H](O)[C@@H](O)[C@H](O1)CO)[C@@H]1[C@H](C(O)O[C@@H]([C@@H]1O)CO)N (Galβ1-3GalNH2). Product: OC1[C@@H]([C@@H](O)[C@H](O)[C@H](O1)CO)N (GlcNH2), OC1[C@@H]([C@@H](O)[C@@H](O)[C@H](O1)CO)N (GalNH2). As a reaction SMILES: [O:1]([C@H:13]1[C@H:19]([OH:20])[C@@H:18]([CH2:21][OH:22])[O:17][CH:15]([OH:16])[C@@H:14]1[NH2:23])[C@@H]1O[C@H](CO)[C@H](O)[C@H](O)[C@H]1O.[O:24]([C@H:36]1[C@@H:42]([OH:43])[C@@H:41]([CH2:44][OH:45])[O:40][CH:38]([OH:39])[C@@H:37]1[NH2:46])[C@@H]1O[C@H](CO)[C@H](O)[C@H](O)[C@H]1O>>[OH:16][CH:15]1[O:17][C@H:18]([CH2:21][OH:22])[C@@H:19]([OH:20])[C@H:13]([OH:1])[C@H:14]1[NH2:23].[OH:39][CH:38]1[O:40][C@H:41]([CH2:44][OH:45])[C@H:42]([OH:43])[C@H:36]([OH:24])[C@H:37]1[NH2:46]. Procedure: Example 3-Synthesis of Galβ1-3GlcNH2 βSEt and Galβ1-3GalNH2 βSEt. See example 1, similar conditions and enzyme may be used, but instead GlcNH2 βSEt, or GalNH2 βSEt to obtain the latter product, is used as the acceptor. Here, extraction is less favorable for isolation, and instead ion-exchanger as above may be used followed by e.g. precipitation or a second chromatographic step. Starting materials: solution, C(C)(=O)OCC(COC(N)=O)=O (1-acetoxy-3-carbamoyloxy-2-propanone), [OH-].[Na+] (sodium hydroxide). Run in CO (methanol). Yields the product OCC(COC(N)=O)=O (1-hydroxy-3-carbamoyloxy-2-propanone). Reaction SMILES: [OH-].[Na+].C([O:6][CH2:7][C:8](=[O:14])[CH2:9][O:10][C:11](=[O:13])[NH2:12])(=O)C>CO>[OH:6][CH2:7][C:8](=[O:14])[CH2:9][O:10][C:11](=[O:13])[NH2:12] |f:0.1|. Reported procedure: Aqueous sodium hydroxide (35 ml. of a 2.5 N solution) is added dropwise over 30 minutes to a stirred solution of 1-acetoxy-3-carbamoyloxy-2-propanone (14.9 g., 0.085 g.) in methanol (10 ml.). The methanol is evaporated under reduced pressure and the aqueous residue extracted with chloroform (3×25 ml.). The combined extracts are dried, and the solvent is removed in vacuo to afford 1-hydroxy-3-carbamoyloxy-2-propanone. The reactants are Cl.CN(CCCN=C=NCC)C (1-(3-dimethylaminopropyl)-3-ethylcarbodiimide hydrochloride), C(C)(C)(C)OC(=O)NCC(=O)N[C@@H]1C[C@H](N(C1)C(=O)OC(C)(C)C)C(=O)O (trans-4-(N-tert-butoxycarbonylglycylamino)-N-tert-butoxycarbonyl-L-proline), C1(=CC=CC=C1)CCCC(=O)N1CCN(CC1)C(=O)[O-] (4-(4-phenylbutanoyl)l-piperazinecarboxylate), ON1N=NC2=C1C=CC=C2 (1-hydroxybenzotriazole). Solvent: ClCCl (dichloromethane), C(C)N(CC)CC (Triethylamine). Conditions: time 20 hour. Yields the product C(C)(C)(C)OC(=O)NCC(=O)N[C@@H]1C[C@H](N(C1)C(=O)OC(C)(C)C)C(=O)N1CCN(CC1)C(CCCC1=CC=CC=C1)=O (1-[trans-4-(N-tert-Butoxycarbonylglycylamino)-N-tert-Butoxycarbonyl-L-Prolyl]4-(4-Phenylbutanoyl)piperazine). Isolated yield 100.7%. Reaction SMILES: Cl.CN(C)CCCN=C=NCC.[C:13]([O:17][C:18]([NH:20][CH2:21][C:22]([NH:24][C@H:25]1[CH2:29][N:28]([C:30]([O:32][C:33]([CH3:36])([CH3:35])[CH3:34])=[O:31])[C@H:27]([C:37](O)=[O:38])[CH2:26]1)=[O:23])=[O:19])([CH3:16])([CH3:15])[CH3:14].[C:40]1([CH2:46][CH2:47][CH2:48][C:49]([N:51]2[CH2:56][CH2:55][N:54](C([O-])=O)[CH2:53][CH2:52]2)=[O:50])[CH:45]=[CH:44][CH:43]=[CH:42][CH:41]=1.ON1C2C=CC=CC=2N=N1>ClCCl.C(N(CC)CC)C>[C:13]([O:17][C:18]([NH:20][CH2:21][C:22]([NH:24][C@H:25]1[CH2:29][N:28]([C:30]([O:32][C:33]([CH3:36])([CH3:34])[CH3:35])=[O:31])[C@H:27]([C:37]([N:54]2[CH2:55][CH2:56][N:51]([C:49](=[O:50])[CH2:48][CH2:47][CH2:46][C:40]3[CH:45]=[CH:44][CH:43]=[CH:42][CH:41]=3)[CH2:52][CH2:53]2)=[O:38])[CH2:26]1)=[O:23])=[O:19])([CH3:15])([CH3:16])[CH3:14] |f:0.1|. Procedure details: Triethylamine (72 μL) and 1-(3-dimethylaminopropyl)-3-ethylcarbodiimide hydrochloride (98.9 mg) were added to a solution of trans-4-(N-tert-butoxycarbonylglycylamino)-N-tert-butoxycarbonyl-L-proline (Compound D103 (B), 144.9 mg), 4-(4-phenylbutanoyl)l-piperazinecarboxylate (B, 100 mg), and 1-hydroxybenzotriazole (65 mg) in dichloromethane at room temperature. After stirring at room temperature for 20 hr, the reaction mixture was partitioned between ethyl acetate and 1 N hydrochloric acid. The or... Reactants: C1(=CC=CC=C1)C1=C(C(=NO1)C1=C2C(=NO1)C1=CC=C(C=C1CC2)C=C)C(F)(F)F (3-(5-phenyl-4-(trifluoromethyl)isoxazol-3-yl)-7-vinyl-4,5-dihydronaphtho[1,2-c]isoxazole), C[N+]1(CCOCC1)[O-] (N-methylmorpholine-N-oxide), C[N+]1(CCOCC1)[O-] (N-methylmorpholine-N-oxide), I(=O)(=O)(=O)[O-].[Na+] (sodium periodate). Run in C1CCOC1 (THF), O (Water), C(Cl)(Cl)Cl (chloroform), O (water), O (water), O (water), [Os](=O)(=O)(=O)=O (osmium tetroxide), O (water). Run at time 8 hour. Product: C1(=CC=CC=C1)C1=C(C(=NO1)C1=C2C(=NO1)C1=CC=C(C=C1CC2)C=O)C(F)(F)F (3-(5-phenyl-4-(trifluoromethyl)isoxazol-3-yl)-4,5-dihydronaphtho[1,2-c]isoxazole-7-carbaldehyde). As a reaction SMILES: [C:1]1([C:7]2[O:11][N:10]=[C:9]([C:12]3[O:16][N:15]=[C:14]4[C:17]5[C:22]([CH2:23][CH2:24][C:13]=34)=[CH:21][C:20]([CH:25]=C)=[CH:19][CH:18]=5)[C:8]=2[C:27]([F:30])([F:29])[F:28])[CH:6]=[CH:5][CH:4]=[CH:3][CH:2]=1.C[N+]1([O-])CC[O:35]CC1.I([O-])(=O)(=O)=O.[Na+]>C(Cl)(Cl)Cl.C1COCC1.[Os](=O)(=O)(=O)=O.O>[C:1]1([C:7]2[O:11][N:10]=[C:9]([C:12]3[O:16][N:15]=[C:14]4[C:17]5[C:22]([CH2:23][CH2:24][C:13]=34)=[CH:21][C:20]([CH:25]=[O:35])=[CH:19][CH:18]=5)[C:8]=2[C:27]([F:28])([F:30])[F:29])[CH:6]=[CH:5][CH:4]=[CH:3][CH:2]=1 |f:2.3|. Procedure: To a clear solution of 3-(5-phenyl-4-(trifluoromethyl)isoxazol-3-yl)-7-vinyl-4,5-dihydronaphtho[1,2-c]isoxazole (Preparation 6A, 1.06 g, 2.60 mmol) in chloroform (1 mL) and THF (15 mL) were sequentially added N-methylmorpholine-N-oxide in water (0.807 mL, 3.89 mmol) and osmium tetroxide in water (0.317 mL, 0.052 mmol) at room temperature. The solution was stirred at room temperature overnight. More N-methylmorpholine-N-oxide in water (0.40 mL) was added. The mixture was stirred at room temperatu... The reactants are FC=1C=C2C(=C(/C(/C2=CC1)=C/C1=CC=C(C=C1)S(=O)C)C)CCON (O-2-[Z-5-fluoro-2-methyl-1-(4-methylsulfinylphenyl)methylene-1H-inden-3-yl]ethyl hydroxylamine), O=CCC(=O)O (3-oxopropionic acid). The product is FC=1C=C2C(=C(/C(/C2=CC1)=C/C1=CC=C(C=C1)S(=O)C)C)CCON=C(CC=O)O (3-oxopropionic acid-O-2-[Z-5-fluoro-2-methyl-1-(4-methylsulfinylphenyl)methylene-1H-inden-3-yl]ethyl oxime). RXN SMILES: [F:1][C:2]1[CH:3]=[C:4]2[C:8](=[CH:9][CH:10]=1)/[C:7](=[CH:11]\[C:12]1[CH:17]=[CH:16][C:15]([S:18]([CH3:20])=[O:19])=[CH:14][CH:13]=1)/[C:6]([CH3:21])=[C:5]2[CH2:22][CH2:23][O:24][NH2:25].[O:26]=[CH:27][CH2:28][C:29](O)=[O:30]>>[F:1][C:2]1[CH:3]=[C:4]2[C:8](=[CH:9][CH:10]=1)/[C:7](=[CH:11]\[C:12]1[CH:17]=[CH:16][C:15]([S:18]([CH3:20])=[O:19])=[CH:14][CH:13]=1)/[C:6]([CH3:21])=[C:5]2[CH2:22][CH2:23][O:24][N:25]=[C:29]([OH:30])[CH2:28][CH:27]=[O:26]. Procedure: The title compound is prepared by reaction of O-2-[Z-5-fluoro-2-methyl-1-(4-methylsulfinylphenyl)methylene-1H-inden-3-yl]ethyl hydroxylamine with 3-oxopropionic acid by the method of Example 1.